From a dataset of the Open Reaction Database (ORD), a public repository of structured organic reaction records. describe an organic reaction: reactants, conditions, products, and yield Reactants: NC1=NC(=C(C(=N1)C=1OC=CC1)C#N)S(=O)C (2-amino-4-furan-2-yl-6-methanesulfinyl-pyrimidine-5-carbonitrile), C1=C(C=CC2=CC=CC=C12)[C@@H](C)N ((R)-(−)-1-(2-naphthyl)ethylamine), C1CCC2=NCCCN2CC1 (DBU). The solvent is COCCOC (DME). Reported procedure: From 2-amino-4-furan-2-yl-6-methanesulfinyl-pyrimidine-5-carbonitrile, (R)-(−)-1-(2-naphthyl)ethylamine and DBU in DME. ES-MS m/e (%): 356 (M+H+, 100). RXN SMILES: [NH2:1][C:2]1[N:7]=[C:6]([C:8]2[O:9][CH:10]=[CH:11][CH:12]=2)[C:5]([C:13]#[N:14])=[C:4](S(C)=O)[N:3]=1.[CH:18]1[C:27]2[C:22](=[CH:23][CH:24]=[CH:25][CH:26]=2)[CH:21]=[CH:20][C:19]=1[C@H:28]([NH2:30])[CH3:29].C1CCN2C(=NCCC2)CC1>COCCOC>[NH2:1][C:2]1[N:7]=[C:6]([C:8]2[O:9][CH:10]=[CH:11][CH:12]=2)[C:5]([C:13]#[N:14])=[C:4]([NH:30][C@@H:28]([C:19]2[CH:20]=[CH:21][C:22]3[C:27](=[CH:26][CH:25]=[CH:24][CH:23]=3)[CH:18]=2)[CH3:29])[N:3]=1. Product: NC1=NC(=C(C(=N1)C=1OC=CC1)C#N)N[C@H](C)C1=CC2=CC=CC=C2C=C1 ((R)-2-Amino-4-furan-2-yl-6-(1-naphthalen-2-yl-ethylamino)-pyrimidine-5-carbonitrile). Starting materials: N1=C(C=CC=C1)P(C1=CC=CC=C1)CP(C1=NC=CC=C1)C1=CC=CC=C1 (bis[(2-pyridyl)(phenyl)phosphino]methane), ClCCl (dichloromethane). The solvent is ClCCCl (1,2-dichloroethane). Yields the product N1=C(C=CC=C1)P(CCP(C1=CC=CC=C1)C1=NC=CC=C1)C1=CC=CC=C1 (1,2-bis[(2-pyridyl)(phenyl)phosphino]ethane). RXN SMILES: N1C=CC=CC=1P([CH2:14][P:15]([C:22]1[CH:27]=[CH:26][CH:25]=[CH:24][CH:23]=1)[C:16]1[CH:21]=[CH:20][CH:19]=[CH:18][N:17]=1)C1C=CC=CC=1.ClCCl>ClCCCl>[N:17]1[CH:18]=[CH:19][CH:20]=[CH:21][C:16]=1[P:15]([C:22]1[CH:27]=[CH:26][CH:25]=[CH:24][CH:23]=1)[CH2:14][CH2:14][P:15]([C:16]1[CH:21]=[CH:20][CH:19]=[CH:18][N:17]=1)[C:22]1[CH:23]=[CH:24][CH:25]=[CH:26][CH:27]=1. Procedure details: An amount of 1,2-bis[(2-pyridyl)(phenyl)phosphino]ethane was prepared substantially in the same way as the diphosphine of Example 2, except that, instead of dichloromethane, 1,2-dichloroethane was employed. Starting materials: [H][H] (hydrogen), C(C)OCC (Diethyl ether), CN1C(N(C(C=2C1=C1C(=CCCN1C2C=2C=C(C=CC2)C)C=2SC=C(N2)C)=O)C)=O (1,3-Dimethyl-10-(4-methylthiazol-2-yl)-5-m-tolyl-7,8-dihydropyrimido[4,5-a]indolizine-2,4(1H,3H)-dione), CN1C(N(C(C=2C1=C1C(=CCCN1C2C=2C=C(C=CC2)C)C=2SC=C(N2)C)=O)C)=O (1,3-Dimethyl-10-(4-methylthiazol-2-yl)-5-m-tolyl-7,8-dihydropyrimido[4,5-a]indolizine-2,4(1H,3H)-dione). The reagents and catalysts are [Pt] (platinum on carbon). Run in C(C)(=O)OCC (ethyl acetate). The product is CN1C(N(C(C=2C1=C1C(CCCN1C2C=2C=C(C=CC2)C)C=2SC=C(N2)C)=O)C)=O (1,3-Dimethyl-10-(4-methylthiazol-2-yl)-5-m-tolyl-7,8,9,10-tetrahydropyrimido[4,5-a]indolizine-2,4(1H,3H)-dione). As a reaction SMILES: [CH3:1][N:2]1[C:7]2=[C:8]3[N:13]([C:14]([C:15]4[CH:16]=[C:17]([CH3:21])[CH:18]=[CH:19][CH:20]=4)=[C:6]2[C:5](=[O:28])[N:4]([CH3:29])[C:3]1=[O:30])[CH2:12][CH2:11][CH:10]=[C:9]3[C:22]1[S:23][CH:24]=[C:25]([CH3:27])[N:26]=1.[H][H].C(OCC)C>C(OCC)(=O)C.[Pt]>[CH3:1][N:2]1[C:7]2=[C:8]3[N:13]([C:14]([C:15]4[CH:16]=[C:17]([CH3:21])[CH:18]=[CH:19][CH:20]=4)=[C:6]2[C:5](=[O:28])[N:4]([CH3:29])[C:3]1=[O:30])[CH2:12][CH2:11][CH2:10][CH:9]3[C:22]1[S:23][CH:24]=[C:25]([CH3:27])[N:26]=1. Procedure details: 1,3-Dimethyl-10-(4-methylthiazol-2-yl)-5-m-tolyl-7,8-dihydropyrimido[4,5-a]indolizine-2,4(1H,3H)-dione (Intermediate M) (100 mg, 0.24 mmol) was dissolved in ethyl acetate (20 mL) and the resulting solution was hydrogenated using the H-Cube® (10% platinum on carbon CatCart®), at atmospheric pressure of hydrogen and 20° C., for 6.5 hours. The solvent was removed under vacuum. The crude material was purified by chromatography on silica, eluting with 1-2% MeOH/DCM to obtain a gum. Diethyl ether was ... The reactants are COCBr, CC(=O)O, Cc1c(C)c2c(c(C)c1O)CCC(C)(C(=O)O)O2, c1ccncc1. The product is COCOc1c(C)c(C)c2c(c1C)CCC(C)(C(=O)O)O2. RXN SMILES: [CH3:19][O:20][CH2:21][Br:22].[CH3:23][C:24](=[O:25])[OH:26].[OH:1][c:2]1[c:3]([CH3:18])[c:4]([CH3:17])[c:5]2[c:6]([c:15]1[CH3:16])[CH2:7][CH2:8][C:9]([C:11](=[O:12])[OH:13])([CH3:14])[O:10]2.[cH:27]1[cH:28][cH:29][n:30][cH:31][cH:32]1>>[O:1]([c:2]1[c:3]([CH3:18])[c:4]([CH3:17])[c:5]2[c:6]([c:15]1[CH3:16])[CH2:7][CH2:8][C:9]([C:11](=[O:12])[OH:13])([CH3:14])[O:10]2)[CH2:21][O:20][CH3:19]. Reactants: [NH2-].[Na+] (sodium amide), O (water), N1C(CCC1)=O (2-pyrrolidinone), ClCC(=O)NC1=C(C=CC=C1C)C (2-chloro-N-(2,6-dimethylphenyl)acetamide). The solvent is COC(C)(C)C (t-butyl methyl ether). Yields the product CC1=C(C(=CC=C1)C)NC(CN1C(CCC1)=O)=O (N-(2,6-Dimethylphenyl)-2-(2-oxo-1-pyrrolidinyl]acetamide). The yield is 89.2%. RXN SMILES: [NH2-].[Na+].[NH:3]1[CH2:7][CH2:6][CH2:5][C:4]1=[O:8].Cl[CH2:10][C:11]([NH:13][C:14]1[C:19]([CH3:20])=[CH:18][CH:17]=[CH:16][C:15]=1[CH3:21])=[O:12].O>COC(C)(C)C>[CH3:20][C:19]1[CH:18]=[CH:17][CH:16]=[C:15]([CH3:21])[C:14]=1[NH:13][C:11](=[O:12])[CH2:10][N:3]1[CH2:7][CH2:6][CH2:5][C:4]1=[O:8] |f:0.1|. Procedure: In 30 ml of t-butyl methyl ether was suspended 897 mg of sodium amide in a nitrogen stream, and 2.13 g of 2-pyrrolidinone was slowly added thereto dropwise, followed by refluxing for 2 hours. After allowing to cool, 1.97 g of 2-chloro-N-(2,6-dimethylphenyl)acetamide was added thereto, followed by refluxing for 2 hours. To the reaction mixture was added 50 ml of hot water of about 70° to 85° C., and the mixture was allowed to cool with stirring. The thus formed crystals in the aqueous layer were ... Starting materials: C(C1=CC=CO1)NC(=O)N (furfurylurea), C(#N)CC(=O)O (cyanoacetic acid), C(C)(=O)OC(C)=O (acetic anhydride). The solvent is O (water). The product is NC1=CC(NC(N1CC1=CC=CO1)=O)=O (6-amino-1-furfuryluracil). Isolated yield 53.1%. Reaction SMILES: [CH2:1]([NH:7][C:8]([NH2:10])=[O:9])[C:2]1[O:6][CH:5]=[CH:4][CH:3]=1.[C:11]([CH2:13][C:14](O)=[O:15])#[N:12].C(OC(=O)C)(=O)C>O>[NH2:12][C:11]1[N:7]([CH2:1][C:2]2[O:6][CH:5]=[CH:4][CH:3]=2)[C:8](=[O:9])[NH:10][C:14](=[O:15])[CH:13]=1. Reported procedure: A solution of furfurylurea (7.0 g, 50.0 mmol), cyanoacetic acid (4.7 g, 55.0 mmol), and acetic anhydride (50 ml) was heated to 95° C. for 3 hours. After cooling to ambient temperature the solution was concentrated under reduced pressure to give a crude intermediate that was stirred with water (30 ml). After concentrating, the residue was dissolved in water (100 ml) and treated with a 50% aqueous sodium hydroxide solution (10 ml) to give a pH of 13. This solution was heated at 70° C. for 30 minut... Reaction SMILES: [CH2:1]([Li:2])[CH2:3][CH2:4][CH3:5].[CH2:55]1[O:56][CH2:57][CH2:58][CH2:59]1.[CH3:19][O:20][c:21]1[cH:22][c:23]([CH2:29][CH2:30][C:31](=[O:32])[OH:33])[cH:24][cH:25][c:26]1[O:27][CH3:28].[CH3:34][O:35][c:36]1[cH:37][c:38]([C:44]([C:45]#[N:46])([CH2:47][CH2:48][CH2:49][Cl:50])[CH:51]([CH3:52])[CH3:53])[cH:39][cH:40][c:41]1[O:42][CH3:43].[CH3:61][N:62]([P:63]([N:64]([CH3:65])[CH3:66])([N:67]([CH3:68])[CH3:69])=[O:70])[CH3:71].[CH3:6][CH2:7][CH2:8][CH2:9][CH2:10][CH3:11].[CH:12]([NH:13][CH:14]([CH3:15])[CH3:16])([CH3:17])[CH3:18].[ClH:54].[OH2:60]>>[CH3:19][O:20][c:21]1[cH:22][c:23]([CH2:29][CH:30]([C:31](=[O:32])[OH:33])[CH2:49][CH2:48][CH2:47][C:44]([c:38]2[cH:37][c:36]([O:35][CH3:34])[c:41]([O:42][CH3:43])[cH:40][cH:39]2)([C:45]#[N:46])[CH:51]([CH3:52])[CH3:53])[cH:24][cH:25][c:26]1[O:27][CH3:28]. Starting materials: [Li]CCCC, C1CCOC1, COc1ccc(CCC(=O)O)cc1OC, COc1ccc(C(C#N)(CCCCl)C(C)C)cc1OC, CN(C)P(=O)(N(C)C)N(C)C, CCCCCC, CC(C)NC(C)C, Cl, O. Yields the product COc1ccc(CC(CCCC(C#N)(c2ccc(OC)c(OC)c2)C(C)C)C(=O)O)cc1OC.